From a dataset of the Open Reaction Database (ORD), a public repository of structured organic reaction records. describe an organic reaction: reactants, conditions, products, and yield Starting materials: BrC1=CC(=NC=C1)N (4-Bromo-pyridin-2-ylamine), C(C)OC(C(CBr)=O)=O (3-Bromo-2-oxo-propionic acid ethyl ester). Run in O (water), C1(=CC=CC=C1)C (toluene). Run at temperature 115 celsius. Yields the product C(C)OC(=O)C=1N=C2N(C=CC(=C2)Br)C1 (7-Bromo-imidazo[1,2-a]pyridine-2-carboxylic acid ethyl ester). Yield: 104.5%. As a reaction SMILES: [Br:1][C:2]1[CH:7]=[CH:6][N:5]=[C:4]([NH2:8])[CH:3]=1.[CH2:9]([O:11][C:12](=[O:17])[C:13](=O)[CH2:14]Br)[CH3:10]>C1(C)C=CC=CC=1.O>[CH2:9]([O:11][C:12]([C:13]1[N:8]=[C:4]2[CH:3]=[C:2]([Br:1])[CH:7]=[CH:6][N:5]2[CH:14]=1)=[O:17])[CH3:10]. Reported procedure: To a stirred solution of 4-Bromo-pyridin-2-ylamine (4 g, 23.12 mmol) in toluene (40 mL) is added 3-Bromo-2-oxo-propionic acid ethyl ester (4.5 g, 23.12 mmol). The reaction mixture is heated at 115° C. for 16 hours. Reaction mixture is cooled to 0° C. then diluted with water and extract with ethyl acetate. Organic layer is dried over sodium sulphate, solvent is evaporated in vacuo to afford the title compound (6.5 g). 1H-NMR (400 MHz, DMSO-d6) δ: 1.31 (t, J=7.2 Hz, 3H), 4.26-4.33 (q, J=7.2 Hz, 2H... The reactants are [OH-].[Na+] (sodium hydroxide), FeCl3.6H2O, CC1=C(C=CC(=C1C)O)O (2,3-dimethyl-benzene-1,4-diol). The solvent is O (water), CC(C)(C)OC (MTBE), O (water), CC(C)(C)OC (MTBE). Run at temperature 50 celsius. Product: CC=1C(C=CC(C1C)=O)=O (2,3-dimethyl-[1,4]benzoquinone). Yield: 88.1%. As a reaction SMILES: [CH3:1][C:2]1[C:7]([CH3:8])=[C:6]([OH:9])[CH:5]=[CH:4][C:3]=1[OH:10].[OH-].[Na+]>O.CC(OC)(C)C>[CH3:1][C:2]1[C:3](=[O:10])[CH:4]=[CH:5][C:6](=[O:9])[C:7]=1[CH3:8] |f:1.2|. Procedure details: A solution of FeCl3.6H2O (81.0 g, 300 mmol) in water (100 mL) was added to a solution of 2,3-dimethyl-benzene-1,4-diol (13.8 g, 100 mmol) in MTBE (150 ml) at ambient temperature. Aqueous sodium hydroxide solution (2.5M, 60 mL, 150 mmol) was added to the vigorously stirring mixture and the reaction heated to 50° C. for 5 hrs. MTBE (150 mL) and water (150 mL) were added and the aqueous layer further extracted with MTBE (2×100 mL). The combined organics were washed with brine (100 mL), dried (Na2SO... RXN SMILES: [CH2:11]([Li:12])[CH2:13][CH2:14][CH3:15].[CH3:16][O:17][C:18]([CH2:19][c:20]1[cH:21][c:22]([O:28][CH3:29])[cH:23][c:24]([O:26][CH3:27])[cH:25]1)=[O:30].[CH3:46][CH2:47][O:48][C:49](=[O:50])[CH3:51].[CH:1]([NH:2][CH:3]1[CH2:4][CH2:5][CH2:6][CH2:7][CH2:8]1)([CH3:9])[CH3:10].[Cl:31][c:32]1[n:33][cH:34][c:35]([CH2:39][I:40])[c:36]([Cl:38])[n:37]1.[O:41]1[CH2:42][CH2:43][CH2:44][CH2:45]1>>[CH3:16][O:17][C:18]([CH:19]([c:20]1[cH:21][c:22]([O:28][CH3:29])[cH:23][c:24]([O:26][CH3:27])[cH:25]1)[CH2:39][c:35]1[cH:34][n:33][c:32]([Cl:31])[n:37][c:36]1[Cl:38])=[O:30]. Starting materials: [Li]CCCC, COC(=O)Cc1cc(OC)cc(OC)c1, CCOC(C)=O, CC(C)NC1CCCCC1, Clc1ncc(CI)c(Cl)n1, C1CCOC1. The product is COC(=O)C(Cc1cnc(Cl)nc1Cl)c1cc(OC)cc(OC)c1. Starting materials: C1(=CC=CC=C1)C(C=1C=CC(N(C1)CCCC1=CC(=CC=C1)O)=O)C1=CC=CC=C1 (5-(Diphenylmethyl)-1-[3-(3-hydroxyphenyl)propyl]pyridin-2(1H)-one). The reagents and catalysts are O=[Pt]=O (dioxoplatinum). Run in CCO (EtOH). Reaction conditions: time 1 day. Yields the product C1(=CC=CC=C1)C(C1CCC(N(C1)CCCC1=CC(=CC=C1)O)=O)C1=CC=CC=C1 (5-(diphenylmethyl)-1-[3-(3-hydroxyphenyl)propyl]piperidin-2-one). The yield is 54.4%. RXN SMILES: [C:1]1([CH:7]([C:25]2[CH:30]=[CH:29][CH:28]=[CH:27][CH:26]=2)[C:8]2[CH:9]=[CH:10][C:11](=[O:24])[N:12]([CH2:14][CH2:15][CH2:16][C:17]3[CH:22]=[CH:21][CH:20]=[C:19]([OH:23])[CH:18]=3)[CH:13]=2)[CH:6]=[CH:5][CH:4]=[CH:3][CH:2]=1>CCO.O=[Pt]=O>[C:25]1([CH:7]([C:1]2[CH:6]=[CH:5][CH:4]=[CH:3][CH:2]=2)[CH:8]2[CH2:13][N:12]([CH2:14][CH2:15][CH2:16][C:17]3[CH:22]=[CH:21][CH:20]=[C:19]([OH:23])[CH:18]=3)[C:11](=[O:24])[CH2:10][CH2:9]2)[CH:26]=[CH:27][CH:28]=[CH:29][CH:30]=1. Reported procedure: 5-(Diphenylmethyl)-1-[3-(3-hydroxyphenyl)propyl]pyridin-2(1H)-one (1 g) in EtOH (20 mL) was added dioxoplatinum (70 mg) at ambient temperature and the mixture was stirred at ambient temperature for 1 day under hydrogen atmosphere. The mixture was filtered through a bed of celite. The filtrate was evaporated in vacuo. The residue was purified by silica gel column chromatography (n-hexane:EtOAc=1:3) to afford 5-(diphenylmethyl)-1-[3-(3-hydroxyphenyl)propyl]piperidin-2-one (550 mg) as a yellow oil. Starting materials: BrB(Br)Br, COc1cnccc1C1CCC(N2CC(NC(=O)CNC(=O)c3cccc(C(F)(F)F)c3)C2)CC1, ClCCl. The product is O=C(CNC(=O)c1cccc(C(F)(F)F)c1)NC1CN(C2CCC(c3ccncc3O)CC2)C1. RXN SMILES: [B:36]([Br:37])([Br:38])[Br:39].[CH3:1][O:2][c:3]1[cH:4][n:5][cH:6][cH:7][c:8]1[CH:9]1[CH2:10][CH2:11][CH:12]([N:15]2[CH2:16][CH:17]([NH:19][C:20](=[O:21])[CH2:22][NH:23][C:24]([c:25]3[cH:26][c:27]([C:31]([F:32])([F:33])[F:34])[cH:28][cH:29][cH:30]3)=[O:35])[CH2:18]2)[CH2:13][CH2:14]1.[Cl:40][CH2:41][Cl:42]>>[OH:2][c:3]1[cH:4][n:5][cH:6][cH:7][c:8]1[CH:9]1[CH2:10][CH2:11][CH:12]([N:15]2[CH2:16][CH:17]([NH:19][C:20](=[O:21])[CH2:22][NH:23][C:24]([c:25]3[cH:26][c:27]([C:31]([F:32])([F:33])[F:34])[cH:28][cH:29][cH:30]3)=[O:35])[CH2:18]2)[CH2:13][CH2:14]1. The reactants are COC(=O)C=1C=C2C=CN(C2=CC1)C (1-methyl-1H-indole-5-carboxylic acid methyl ester), FC1=CC=C(CBr)C=C1 (4-fluoro-benzyl bromide), FC1=CC=C(CBr)C=C1 (4-fluoro-benzyl bromide), O1CCOCC1 (dioxane). The solvent is CCOCC (ether). Yields the product COC(=O)C=1C=C2C(=CN(C2=CC1)C)CC1=CC=C(C=C1)F (3-(4-fluoro-phenylmethyl)-1-methyl-1H-indole-5-carboxylic acid methyl ester). The yield is 21.7%. As a reaction SMILES: [CH3:1][O:2][C:3]([C:5]1[CH:6]=[C:7]2[C:11](=[CH:12][CH:13]=1)[N:10]([CH3:14])[CH:9]=[CH:8]2)=[O:4].[F:15][C:16]1[CH:23]=[CH:22][C:19]([CH2:20]Br)=[CH:18][CH:17]=1.O1CCOCC1>CCOCC>[CH3:1][O:2][C:3]([C:5]1[CH:6]=[C:7]2[C:11](=[CH:12][CH:13]=1)[N:10]([CH3:14])[CH:9]=[C:8]2[CH2:20][C:19]1[CH:22]=[CH:23][C:16]([F:15])=[CH:17][CH:18]=1)=[O:4]. Procedure details: A solution of 1-methyl-1H-indole-5-carboxylic acid methyl ester (0.17 g, 0.9 mmol), prepared using procedures as described in Example 1, Ag2O) (0.22 g, 0.95 mmol), 4-fluoro-benzyl bromide (0.18 g, 0.95 mmol) and dioxane (4 mL) were heated to reflux for 16 hr, then more 4-fluoro-benzyl bromide (90 mg, 0.5 mmol) was added and the solution was heated at reflux an additional 4 hr. After cooling to room temperature, the reaction mixture was diluted with ether (60 mL), washed with aq. NH4Cl (50 mL) an... Starting materials: O=C([O-])[O-], Cc1cc(NC(=O)c2nc(C)sc2N)ccn1, [Cs+], [Cs+], Fc1cncc(F)c1, CN(C)C=O, O. Yields the product Cc1cc(NC(=O)c2nc(C)sc2Nc2cncc(F)c2)ccn1. As a reaction SMILES: [C:26](=[O:27])([O-:28])[O-:29].[CH3:1][c:2]1[n:3][cH:4][cH:5][c:6]([NH:8][C:9](=[O:10])[c:11]2[n:12][c:13]([CH3:17])[s:14][c:15]2[NH2:16])[cH:7]1.[Cs+:30].[Cs+:31].[F:18][c:19]1[cH:20][n:21][cH:22][c:23]([F:25])[cH:24]1.[O:32]=[CH:33][N:34]([CH3:35])[CH3:36].[OH2:37]>>[CH3:1][c:2]1[n:3][cH:4][cH:5][c:6]([NH:8][C:9](=[O:10])[c:11]2[n:12][c:13]([CH3:17])[s:14][c:15]2[NH:16][c:23]2[cH:22][n:21][cH:20][c:19]([F:18])[cH:24]2)[cH:7]1. Reactants: C(C)(C)(C)OC(CC(=O)N(CC(F)(F)F)C1=CC=C(C=C1)Cl)=O (N-(4-Chlorophenyl)-N-(2,2,2-trifluoroethyl)malonamic acid t-butyl ester), O=P12OP3(=O)OP(=O)(O1)OP(=O)(O2)O3 (phosphorus pentoxide). Run in CS(=O)(=O)O (methane sulfonic acid). Run at temperature 100 celsius. The product is ClC=1C=C2C(=CC(N(C2=CC1)CC(F)(F)F)=O)O (6-Chloro-4-hydroxy-1-(2,2,2-trifluoroethyl)-1H-quinolin-2-one). Yield: 81.4%. As a reaction SMILES: C(O[C:6](=[O:23])[CH2:7][C:8]([N:10]([C:16]1[CH:21]=[CH:20][C:19]([Cl:22])=[CH:18][CH:17]=1)[CH2:11][C:12]([F:15])([F:14])[F:13])=[O:9])(C)(C)C.O=P12OP3(OP(OP(O3)(O1)=O)(=O)O2)=O>CS(O)(=O)=O>[Cl:22][C:19]1[CH:20]=[C:21]2[C:16](=[CH:17][CH:18]=1)[N:10]([CH2:11][C:12]([F:13])([F:14])[F:15])[C:8](=[O:9])[CH:7]=[C:6]2[OH:23]. Procedure: N-(4-Chlorophenyl)-N-(2,2,2-trifluoroethyl)malonamic acid t-butyl ester (2.86 g, 8.1 mmol) was dissolved in methane sulfonic acid (50 mL) under argon with stirring prior to treatment with phosphorus pentoxide (0.51 g). The mixture was heated to 100° C. for 25 minutes. Analysis by LC/MS indicated the reaction was complete and the solution was cooled in an ice bath before quenching with ice and deionized water. The product precipitated and was collected by filtration. The filter cake was washed wi...